Dataset: the Open Reaction Database (ORD), a public repository of structured organic reaction records. Task: describe an organic reaction: reactants, conditions, products, and yield Product: C=1(N=NN2C=NC3=C(C21)C=CN3)C3CCC(CC3)CC(=O)OCC (Ethyl 2-[4-(7H-pyrrolo[3,2-e][1,2,3]triazolo[1,5-c]pyrimidin-1-yl)cyclohexyl]acetate). RXN SMILES: [C:1]1([CH:13]2[CH2:18][CH2:17][C:16](=[CH:19][C:20]([O:22][CH2:23][CH3:24])=[O:21])[CH2:15][CH2:14]2)[N:2]=[N:3][N:4]2[C:9]=1[C:8]1[CH:10]=[CH:11][NH:12][C:7]=1[N:6]=[CH:5]2.C1(C2CCC(=CC#N)CC2)N=NN2C=1C1C=CNC=1N=C2>>[C:1]1([CH:13]2[CH2:14][CH2:15][CH:16]([CH2:19][C:20]([O:22][CH2:23][CH3:24])=[O:21])[CH2:17][CH2:18]2)[N:2]=[N:3][N:4]2[C:9]=1[C:8]1[CH:10]=[CH:11][NH:12][C:7]=1[N:6]=[CH:5]2. The yield is 51.0%. Starting materials: C=1(N=NN2C=NC3=C(C21)C=CN3)C3CCC(CC3)=CC(=O)OCC (ethyl 2-[4-(7H-pyrrolo[3,2-e][1,2,3]triazolo[1,5-c]pyrimidin-1-yl)cyclohexylidene]acetate), C=1(N=NN2C=NC3=C(C21)C=CN3)C3CCC(CC3)=CC#N (2-[4-(7H-pyrrolo[3,2-e][1,2,3]triazolo[1,5-c]pyrimidin-1-yl)cyclohexylidene]acetonitrile). Reported procedure: The reactions in Synthetic Examplea 435 were carried out in substantially the same manners except that ethyl 2-[4-(7H-pyrrolo[3,2-e][1,2,3]triazolo[1,5-c]pyrimidin-1-yl)cyclohexylidene]acetate obtained in Synthetic Examplea 436 was used instead of 2-[4-(7H-pyrrolo[3,2-e][1,2,3]triazolo[1,5-c]pyrimidin-1-yl)cyclohexylidene]acetonitrile to give the title compound as a colorless solid (cis/trans mixture; 29.0 mg, yield 51%). Starting materials: B, CCOC(=O)c1ccc(NC(=O)Cc2ccc(Cl)cc2)cc1, C1CCOC1, CSC, Cl. Yields the product CCOC(=O)c1ccc(NCCc2ccc(Cl)cc2)cc1. Reaction SMILES: [BH3:26].[CH2:1]([CH3:2])[O:3][C:4](=[O:5])[c:6]1[cH:7][cH:8][c:9]([NH:12][C:13]([CH2:14][c:15]2[cH:16][cH:17][c:18]([Cl:21])[cH:19][cH:20]2)=[O:22])[cH:10][cH:11]1.[CH2:27]1[O:28][CH2:29][CH2:30][CH2:31]1.[CH3:23][S:24][CH3:25].[ClH:32]>>[CH2:1]([CH3:2])[O:3][C:4](=[O:5])[c:6]1[cH:7][cH:8][c:9]([NH:12][CH2:13][CH2:14][c:15]2[cH:16][cH:17][c:18]([Cl:21])[cH:19][cH:20]2)[cH:10][cH:11]1. Starting materials: CN(C)C([O-])=[SH]c1cc(Br)ccc1Cl, [K+], [OH-], O, OCCO. Product: Sc1cc(Br)ccc1Cl. RXN SMILES: [Br:1][c:2]1[cH:3][cH:4][c:5]([Cl:14])[c:6]([SH:8]=[C:9]([O-:10])[N:11]([CH3:12])[CH3:13])[cH:7]1.[K+:16].[OH-:15].[OH2:21].[OH:17][CH2:18][CH2:19][OH:20]>>[Br:1][c:2]1[cH:3][cH:4][c:5]([Cl:14])[c:6]([SH:8])[cH:7]1.